From a dataset of the Open Reaction Database (ORD), a public repository of structured organic reaction records. describe an organic reaction: reactants, conditions, products, and yield Reaction SMILES: [C:15]12([CH2:16][S:17]([OH:18])(=[O:19])=[O:20])[C:21]([CH3:22])([CH3:23])[CH:24]([CH2:25][CH2:26]1)[CH2:27][C:28]2=[O:29].[CH3:50][O:51][CH2:52][CH2:53][OH:54].[CH3:58][OH:59].[Cl:30][c:31]1[n:32][cH:33][c:34]([Cl:49])[c:35]([NH:37][CH:38]2[CH:39]([NH:44][S:45](=[O:46])(=[O:47])[CH3:48])[CH2:40][CH2:41][CH2:42][CH2:43]2)[n:36]1.[Cl:55][CH2:56][Cl:57].[NH2:1][c:2]1[cH:3][c:4]([F:14])[cH:5][c:6]2[c:12]1[O:11][CH2:10][CH2:9][NH:8][C:7]2=[O:13]>>[NH:1]([c:2]1[cH:3][c:4]([F:14])[cH:5][c:6]2[c:12]1[O:11][CH2:10][CH2:9][NH:8][C:7]2=[O:13])[c:31]1[n:32][cH:33][c:34]([Cl:49])[c:35]([NH:37][CH:38]2[CH:39]([NH:44][S:45](=[O:46])(=[O:47])[CH3:48])[CH2:40][CH2:41][CH2:42][CH2:43]2)[n:36]1. Product: CS(=O)(=O)NC1CCCCC1Nc1nc(Nc2cc(F)cc3c2OCCNC3=O)ncc1Cl. Reactants: CC1(C)C2CCC1(CS(=O)(=O)O)C(=O)C2, COCCO, CO, CS(=O)(=O)NC1CCCCC1Nc1nc(Cl)ncc1Cl, ClCCl, Nc1cc(F)cc2c1OCCNC2=O. Reported procedure: 242.0 g of n-pentyl methanephosphonite are heated to 80° C. under nitrogen, and 0.5 g of tert.-butyl perpivalate is added. 63.9 g of acrolein cyanohydrin acetate mixed with 2.5 g of tert.-butyl perpivalate are added dropwise to this solution within 2.25 hours. After reaction is complete, the mixture is stirred for 5 minutes, and 161.5 g of n-pentyl methanephosphonite are distilled out. (Purity: 91.2%, recovery: 93.4%). 142.1 g of n-pentyl (3-acetoxy-3-cyanopropyl)methylphosphinate (purity 94%; y... The product is C(C)(=O)OC(CCP(OCCCCC)(=O)C)C#N (n-pentyl (3-acetoxy-3-cyanopropyl)methylphosphinate). Conditions: time 5 minute. Yield: 101.1%. Reactants: CP(OCCCCC)[O-] (n-pentyl methanephosphonite), CC(=O)OC(C=C)C#N (acrolein cyanohydrin acetate). Reaction SMILES: [CH3:1][P:2]([O-:9])[O:3][CH2:4][CH2:5][CH2:6][CH2:7][CH3:8].[CH3:10][C:11]([O:13][CH:14]([C:17]#[N:18])[CH:15]=[CH2:16])=[O:12]>>[C:11]([O:13][CH:14]([C:17]#[N:18])[CH2:15][CH2:16][P:2]([CH3:1])(=[O:9])[O:3][CH2:4][CH2:5][CH2:6][CH2:7][CH3:8])(=[O:12])[CH3:10]. Starting materials: NCCCNC(OC(C)(C)C)=O (tert-Butyl N-(3-aminopropyl)carbamate), C(C)(C)(C)C=1C=C(C(=C(C=O)C1)O)C=1C=NC(=CC1)C(F)(F)F (5-(tert-butyl)-2-hydroxy-3-(6-(trifluoromethyl)pyridin-3-yl)benzaldehyde), [BH4-].[Na+] (Sodium borohydride). Run in CO (methanol). Run at time 4 hour. Yields the product C(C)(C)(C)C=1C=C(C(=C(CNCCCNC(OC(C)(C)C)=O)C1)O)C=1C=NC(=CC1)C(F)(F)F (tert-butyl (3-((5-(tert-butyl)-2-hydroxy-3-(6-(trifluoromethyl)pyridin-3-yl)benzyl)amino)propyl)carbamate). Isolated yield 101.2%. Reaction SMILES: [NH2:1][CH2:2][CH2:3][CH2:4][NH:5][C:6](=[O:12])[O:7][C:8]([CH3:11])([CH3:10])[CH3:9].[C:13]([C:17]1[CH:18]=[C:19]([C:26]2[CH:27]=[N:28][C:29]([C:32]([F:35])([F:34])[F:33])=[CH:30][CH:31]=2)[C:20]([OH:25])=[C:21]([CH:24]=1)[CH:22]=O)([CH3:16])([CH3:15])[CH3:14].[BH4-].[Na+]>CO>[C:13]([C:17]1[CH:18]=[C:19]([C:26]2[CH:27]=[N:28][C:29]([C:32]([F:35])([F:33])[F:34])=[CH:30][CH:31]=2)[C:20]([OH:25])=[C:21]([CH:24]=1)[CH2:22][NH:1][CH2:2][CH2:3][CH2:4][NH:5][C:6](=[O:12])[O:7][C:8]([CH3:9])([CH3:11])[CH3:10])([CH3:16])([CH3:14])[CH3:15] |f:2.3|. Reported procedure: tert-Butyl N-(3-aminopropyl)carbamate (0.404 g, 2.32 mmol) was added to a solution of 5-(tert-butyl)-2-hydroxy-3-(6-(trifluoromethyl)pyridin-3-yl)benzaldehyde (from Example 47 Step 1) (0.5 g, 1.55 mmol) in methanol (5 mL) and the reaction mixture stirred at room temperature under nitrogen for 4 hours. Sodium borohydride (234 mg, 6.19 mmol) was then added and the reaction mixture stirred at room temperature for 2.5 hours. The reaction was quenched by the addition of saturated aqueous ammonium chl... Starting materials: Br (HBr), ClC=1C=CC(=C(C1)C1(C(C(NC2=CC=C(C=C12)C(F)(F)F)=O)CC(=O)OC)O)OC (4-(5-Chloro-2-methoxyphenyl)-4-hydroxy-1,2,3,4-tetrahydro-2-oxo-6-(trifluoromethyl)-3-quinolineacetic acid, methyl ester), resultant mixture. Solvent: C(C)(=O)O (acetic acid), C1(=CC=CC=C1)C (toluene). The product is ClC=1C=CC(=C(C1)C1=C(C(NC2=CC=C(C=C12)C(F)(F)F)=O)CC(=O)O)OC (4-(5-Chloro-2-methoxyphenyl)-1,2-dihydro-2-oxo-6-(trifluoromethyl)-3-quinolineacetic acid). The yield is 78.3%. RXN SMILES: [Cl:1][C:2]1[CH:3]=[CH:4][C:5]([O:29][CH3:30])=[C:6]([C:8]2(O)[C:17]3[C:12](=[CH:13][CH:14]=[C:15]([C:18]([F:21])([F:20])[F:19])[CH:16]=3)[NH:11][C:10](=[O:22])[CH:9]2[CH2:23][C:24]([O:26]C)=[O:25])[CH:7]=1.Br>C1(C)C=CC=CC=1.C(O)(=O)C>[Cl:1][C:2]1[CH:3]=[CH:4][C:5]([O:29][CH3:30])=[C:6]([C:8]2[C:17]3[C:12](=[CH:13][CH:14]=[C:15]([C:18]([F:21])([F:20])[F:19])[CH:16]=3)[NH:11][C:10](=[O:22])[C:9]=2[CH2:23][C:24]([OH:26])=[O:25])[CH:7]=1. Reported procedure: A stirred suspension of crude 4-(5-chloro-2-methoxyphenyl)-4-hydroxy-1,2,3,4-tetrahydro-2-oxo-6-(trifluoromethyl)-3-quinolineacetic acid, methyl ester prepared in Step B (2 g, 4.5 mmol) in toluene (25 mL) was treated with a solution of 35% HBr in acetic acid (5 mL). The resultant mixture was heated at 85° C. overnight. The reaction mixture was evaporated to dryness and the residue was partitioned between water and EtOAc. The EtOAc extract was washed with brine and dried (MgSO4) and then evaporat... Starting materials: Cl.COC=1C=C(C=CC1)[C@@]12CCNC[C@@H]2CCC(C1)=O ((±)-trans-4a-(3-methoxyphenyl)-6-oxo-1,2,3,4,4a,5,6,7,8,8a-decahydroisoquinoline hydrochloride), C1(CC1)CBr (cyclopropylmethyl bromide), C([O-])([O-])=O.[K+].[K+] (potassium carbonate), [I-].[K+] (potassium iodide). Run in CN(C)C=O (DMF). Product: Cl.C1(CC1)CN1C[C@@H]2CCC(C[C@]2(CC1)C1=CC(=CC=C1)OC)=O ((±)-trans-2-Cyclopropylmethyl-4a-(3-methoxyphenyl)-6-oxo-1,2,3,4,4a,5,6,7,8,8a-decahydroisoquinoline hydrochloride). Yield: 26.0%. RXN SMILES: [ClH:1].[CH3:2][O:3][C:4]1[CH:5]=[C:6]([C@@:10]23[CH2:19][C:18](=[O:20])[CH2:17][CH2:16][C@H:15]2[CH2:14][NH:13][CH2:12][CH2:11]3)[CH:7]=[CH:8][CH:9]=1.[CH:21]1([CH2:24]Br)[CH2:23][CH2:22]1.C(=O)([O-])[O-].[K+].[K+].[I-].[K+]>CN(C=O)C>[ClH:1].[CH:21]1([CH2:24][N:13]2[CH2:12][CH2:11][C@@:10]3([C:6]4[CH:7]=[CH:8][CH:9]=[C:4]([O:3][CH3:2])[CH:5]=4)[C@@H:15]([CH2:16][CH2:17][C:18](=[O:20])[CH2:19]3)[CH2:14]2)[CH2:23][CH2:22]1 |f:0.1,3.4.5,6.7,9.10|. Reported procedure: 0.88 g (3.08 mmol) of (±)-trans-4a-(3-methoxyphenyl)-6-oxo-1,2,3,4,4a,5,6,7,8,8a-decahydroisoquinoline hydrochloride, 0.44 g (3,23 mmol) of cyclopropylmethyl bromide, 0.64 g of potassium carbonate and a catalytical amount of potassium iodide in 15.4 ml of DMF were stirred at 60° C. for 2 h. The solvent was removed in vacuo, and the crude product was purified by flash chromatography (EtOAc/MeOH/conc. NH4OH 90:10:0.8). The solid product was dissolved in acetone and the solution brought to acidic p... The reactants are [Na+].ClC(C(=O)[O-])(Cl)Cl (Trichloro acetic acid sodium salt), O (water), ClC1=CC=C(C=O)C=C1 (4-chloro-benzaldehyde), ClC(C(=O)O)(Cl)Cl (trichloro acetic acid). Solvent: CN(C=O)C (N,N-dimethylformamide), CN(C=O)C (N,N-dimethylformamide). Reaction conditions: temperature 32.5 celsius. The product is ClC(C(O)C1=CC=C(C=C1)Cl)(Cl)Cl (2,2,2-Trichloro-1-(4-chloro-phenyl)-ethanol). As a reaction SMILES: [Cl:1][C:2]1[CH:9]=[CH:8][C:5]([CH:6]=[O:7])=[CH:4][CH:3]=1.[Cl:10][C:11]([Cl:16])([Cl:15])C(O)=O.[Na+].ClC(Cl)(Cl)C([O-])=O.O>CN(C)C=O>[Cl:10][C:11]([Cl:16])([Cl:15])[CH:6]([C:5]1[CH:8]=[CH:9][C:2]([Cl:1])=[CH:3][CH:4]=1)[OH:7] |f:2.3|. Reported procedure: A mixture of 4-chloro-benzaldehyde (35.5 g) and trichloro acetic acid (61.5 g) in N,N-dimethylformamide (200 ml) is stirred at 30-35° C. Trichloro acetic acid sodium salt (71.5 g) is added in portions over 20 minutes. Occasionally cooling is necessary. The reaction mixture is stirred at 30° C. for 2 hours. Towards the end it becomes viscous and additional N,N-dimethylformamide (150 ml) is charged. The reaction mixture is poured into water (700 ml). The aqueous phase is extracted with ethyl aceta... The reactants are C(C)(C)(C)OC(=O)ON=C(C#N)C1=CC=CC=C1 (2-(tertbutoxycarbonyloxyimino)-2-phenylacetonitrile), ClC(COC(N[C@@H]1C=CC[C@@H]1ON)=O)(Cl)Cl ((1R,5S)-2,2,2-trichloroethyl-5-(aminooxy)-2-cyclopentene-1-carbamate). The solvent is O1CCCC1 (tetrahydrofuran). The product is ClC(COC(N[C@@H]1C=CC[C@@H]1ONC(=O)OC(C)(C)C)=O)(Cl)Cl ((1R,5S)-2,2,2-trichloroethyl-5-[[[(t-butyloxy)carbonyl]amino]oxy]-2-cyclopentene-1-carbamate). As a reaction SMILES: [Cl:1][C:2]([Cl:16])([Cl:15])[CH2:3][O:4][C:5](=[O:14])[NH:6][C@H:7]1[C@@H:11]([O:12][NH2:13])[CH2:10][CH:9]=[CH:8]1.[C:17]([O:21][C:22](ON=C(C1C=CC=CC=1)C#N)=[O:23])([CH3:20])([CH3:19])[CH3:18]>O1CCCC1>[Cl:1][C:2]([Cl:15])([Cl:16])[CH2:3][O:4][C:5](=[O:14])[NH:6][C@H:7]1[C@@H:11]([O:12][NH:13][C:22]([O:21][C:17]([CH3:20])([CH3:19])[CH3:18])=[O:23])[CH2:10][CH:9]=[CH:8]1. Procedure: An 7.8 g. quantity of crude (1R,5S)-2,2,2-trichloroethyl-5-(aminooxy)-2-cyclopentene-1-carbamate is dissolved in 25 ml. of tetrahydrofuran and 6.15 g (25 mm) of 2-(tertbutoxycarbonyloxyimino)-2-phenylacetonitrile and the mixture stirred for 22 hours at room temperature, 20 hours at 50° C., 72 hours at room temperature and then evaporated in vacuo. The residue is chromatographed over 900 g. of silica gel eluted with (15-85) ethylacetate-toluene. Three hundred ml. fractions are collected. The prod... Reactants: CNC1=CC(=CC=C1)OC (N-methyl-3-methoxyaniline), CC(=O)NCCC1=CNC2=C1C=C(C=C2)OC (melatonin), BrCCC#N (3-bromopropionitrile), C(CC)#N (propionitrile). The product is COC=1C=C(C=CC1)N(CCCNC(C)=O)C (N-{3-[(3-Methoxyphenyl)-methylamino]propyl}acetamide). Reaction SMILES: [CH3:1][NH:2][C:3]1[CH:8]=[CH:7][CH:6]=[C:5]([O:9][CH3:10])[CH:4]=1.Br[CH2:12]CC#N.C(#N)CC.[CH3:20][C:21]([NH:23][CH2:24][CH2:25]C1C2C=C(OC)C=CC=2NC=1)=[O:22]>>[CH3:10][O:9][C:5]1[CH:4]=[C:3]([N:2]([CH3:12])[CH2:1][CH2:25][CH2:24][NH:23][C:21](=[O:22])[CH3:20])[CH:8]=[CH:7][CH:6]=1. Procedure details: N-cyanoalkylation of N-methyl-3-methoxyaniline (3j) with 3-bromopropionitrile, followed by hydrogenation and N-acetylation of the intermediate propionitrile 4m [Yield (4m): 88%; oil; 1H-NMR (CDCl3): δ 2.57 (t, 2H), 3.02 (s, 3H), 3.70 (t, 2H), 3.80 (s, 3H), 6.25 (t, 1H), 6.31-6.38 (m, 2H), 7.18 (t, 1H)], according to the procedure previously described for the preparation of 5a, provided the title compound 5m. Yield (5m): 52%; oil. 1H-NMR (CDCl3): δ 1.80 (m, 2H), 1.95 (s, 3H), 2.91 (s, 3H), 3.24-3...